This data is from the Open Reaction Database (ORD), a public repository of structured organic reaction records. The task is: describe an organic reaction: reactants, conditions, products, and yield The reactants are CN(C=O)C (dimethylformamide), C(C(=O)Cl)(=O)Cl (oxalyl dichloride), Cl.N1=CC=C(C=C1)N1CCC(CC1)C(=O)O (1-(pyridine-4-yl)-piperidine-4-carboxylate hydrochloride). Run in ClCCl (dichloromethane). Run at time 1 hour. Product: [Cl-].N1=CC=C(C=C1)N1CCC(CC1)C(=O)[O-] (1-(pyridine-4-yl)-piperidine-4-carboxylate chloride). As a reaction SMILES: Cl.[N:2]1[CH:7]=[CH:6][C:5]([N:8]2[CH2:13][CH2:12][CH:11]([C:14]([OH:16])=[O:15])[CH2:10][CH2:9]2)=[CH:4][CH:3]=1.CN(C)C=O.C(Cl)(=O)C([Cl:25])=O>ClCCl>[Cl-:25].[N:2]1[CH:3]=[CH:4][C:5]([N:8]2[CH2:13][CH2:12][CH:11]([C:14]([O-:16])=[O:15])[CH2:10][CH2:9]2)=[CH:6][CH:7]=1 |f:0.1,5.6|. Procedure details: 7 g (34 mmol) of 1-(pyridine-4-yl)-piperidine-4-carboxylate hydrochloride was stirred in 340 ml of dichloromethane, and 1 ml of dimethylformamide and 10.4 ml (109 mmol) of oxalyl dichloride were added thereto and stirred at room temperature for 1 hour. The solvent was distilled off, and the residue was dried with a vacuum pump to obtain the title compound. Starting materials: CC1(C(C2=CC=CC(=C2C1)OC)=O)C (2,2-dimethyl-4-methoxyindanone), [H-].[H-].[H-].[H-].[Li+].[Al+3] (LAH). Solvent: C(C)OCC (diethyl ether), C(C)OCC (diethyl ether). Run at time 8 hour. Yields the product CC1(C(C2=CC=CC(=C2C1)OC)O)C (2,2-Dimethyl-1-hydroxy-4-methoxyindan). As a reaction SMILES: [CH3:1][C:2]1([CH3:14])[CH2:10][C:9]2[C:4](=[CH:5][CH:6]=[CH:7][C:8]=2[O:11][CH3:12])[C:3]1=[O:13].[H-].[H-].[H-].[H-].[Li+].[Al+3]>C(OCC)C>[CH3:1][C:2]1([CH3:14])[CH2:10][C:9]2[C:4](=[CH:5][CH:6]=[CH:7][C:8]=2[O:11][CH3:12])[CH:3]1[OH:13] |f:1.2.3.4.5.6|. Procedure: A solution of 2,2-dimethyl-4-methoxyindanone (13.7 g) in anhydrous diethyl ether (575 ml) is added dropwise to a stirred suspension of LAH (2.87 g) in anhydrous diethyl ether (575 ml) and the mixture is refluxed under nitrogen for two hours. The reaction mixture is quenched with H2O, 15% aq. NaOH and H2O, stirred overnight, filtered and the filtrate evaporated in vacuo affording the desired compound as a solid. Starting materials: BrCC1=C(C=C(C=C1)I)Cl (1-bromomethyl-2-chloro-4-iodobenzene), C1(C=2C(C(N1)=O)=CC=CC2)=O.[K] (potassium phthalimide). Solvent: C(C)(=O)OCC (ethyl acetate), CN(C=O)C (N,N-dimethylformamide). Conditions: time 1 hour. Product: ClC1=C(C=CC(=C1)I)CN1C(C=2C(C1=O)=CC=CC2)=O (N-[(2-chloro-4-iodophenyl)methyl]phthalimide). Yield: 72.2%. Reaction SMILES: Br[CH2:2][C:3]1[CH:8]=[CH:7][C:6]([I:9])=[CH:5][C:4]=1[Cl:10].[C:11]1(=[O:21])[NH:15][C:14](=[O:16])[C:13]2=[CH:17][CH:18]=[CH:19][CH:20]=[C:12]12.[K]>CN(C)C=O.C(OCC)(=O)C>[Cl:10][C:4]1[CH:5]=[C:6]([I:9])[CH:7]=[CH:8][C:3]=1[CH2:2][N:15]1[C:14](=[O:16])[C:13]2=[CH:17][CH:18]=[CH:19][CH:20]=[C:12]2[C:11]1=[O:21] |f:1.2,^1:21|. Reported procedure: In a solution of 7.6 g of 1-bromomethyl-2-chloro-4-iodobenzene in 50 mL of N,N-dimethylformamide, 3.7 g of potassium phthalimide was added, and stirred at room temperature for 1 hour. After the completion of the reaction, the reaction mixture was diluted with 80 mL of ethyl acetate, washed with water (30 mL×2), and then dehydrated with and dried over saturated sodium chloride aqueous solution and anhydrous sodium sulfate in that order, and the solvent was distilled off under reduced pressure to ... Reactants: CC(C)(C)OC(=O)C1C(C#CC(=O)O)C1(C)C, ClCCl, CN(C)c1ccncc1, C(=NC1CCCCC1)=NC1CCCCC1, OCC(Cl)(Cl)Cl. Yields the product CC(C)(C)OC(=O)C1C(C#CC(=O)OCC(Cl)(Cl)Cl)C1(C)C. RXN SMILES: [C:16]([CH3:17])([CH3:18])([CH3:19])[O:20][C:21](=[O:22])[CH:23]1[C:24]([CH3:31])([CH3:32])[CH:25]1[C:26]#[C:27][C:28](=[O:29])[OH:30].[CH2:48]([Cl:49])[Cl:50].[CH3:39][N:40]([CH3:41])[c:42]1[cH:43][cH:44][n:45][cH:46][cH:47]1.[CH:1]1([N:2]=[C:3]=[N:4][CH:5]2[CH2:6][CH2:7][CH2:8][CH2:9][CH2:10]2)[CH2:11][CH2:12][CH2:13][CH2:14][CH2:15]1.[OH:33][CH2:34][C:35]([Cl:36])([Cl:37])[Cl:38]>>[C:16]([CH3:17])([CH3:18])([CH3:19])[O:20][C:21](=[O:22])[CH:23]1[C:24]([CH3:31])([CH3:32])[CH:25]1[C:26]#[C:27][C:28](=[O:29])[O:30][CH2:34][C:35]([Cl:36])([Cl:37])[Cl:38]. Starting materials: C(C)O (ethanol), C(C)(C)(C)OC(NC(=N)C=1SC(=C(C1)S(=O)(=O)C1=CC(=CC=C1)Br)SC)=O ({[4-(3-bromo-benzenesulfonyl)-5-methylsulfanyl-thiophen-2-yl]-imino-methyl}-carbamic acid tert-butyl ester), C(=O)([O-])[O-].[Na+].[Na+] (Na2CO3), C(C)(C)(C)OC(NC(=N)C=1SC(=C(C1)S(=O)(=O)C1=CC(=CC=C1)Br)SC)=O ({[4-(3-bromo-benzenesulfonyl)-5-methylsulfanyl-thiophen-2-yl]-imino-methyl}-carbamic acid tert-butyl ester), CC1=CC=CC2=C1B(OC2)O (7-Methyl-3H-benzo[c][1,2]oxaborol-1-ol). The reagents and catalysts are C=1C=CC(=CC1)[P](C=2C=CC=CC2)(C=3C=CC=CC3)[Pd]([P](C=4C=CC=CC4)(C=5C=CC=CC5)C=6C=CC=CC6)([P](C=7C=CC=CC7)(C=8C=CC=CC8)C=9C=CC=CC9)[P](C=1C=CC=CC1)(C=1C=CC=CC1)C=1C=CC=CC1 (Pd(PPh3)4). Solvent: C1(=CC=CC=C1)C (toluene). Product: C(C)(C)(C)OC(NC(=N)C=1SC(=C(C1)S(=O)(=O)C=1C=C(C=CC1)C1=C(C=CC=C1CO)C)SC)=O ({[4-(6′-Hydroxymethyl-2′-methyl-biphenyl-3-sulfonyl)-5-methylsulfanyl-thiophen-2-yl]-imino-methyl}-carbamic acid tert-butyl ester). Yield: 39.4%. RXN SMILES: [C:1]([O:5][C:6](=[O:27])[NH:7][C:8]([C:10]1[S:11][C:12]([S:25][CH3:26])=[C:13]([S:15]([C:18]2[CH:23]=[CH:22][CH:21]=[C:20](Br)[CH:19]=2)(=[O:17])=[O:16])[CH:14]=1)=[NH:9])([CH3:4])([CH3:3])[CH3:2].[CH3:28][C:29]1[C:34]2B(O)[O:36][CH2:37][C:33]=2[CH:32]=[CH:31][CH:30]=1.C([O-])([O-])=O.[Na+].[Na+].C(O)C>C1C=CC([P]([Pd]([P](C2C=CC=CC=2)(C2C=CC=CC=2)C2C=CC=CC=2)([P](C2C=CC=CC=2)(C2C=CC=CC=2)C2C=CC=CC=2)[P](C2C=CC=CC=2)(C2C=CC=CC=2)C2C=CC=CC=2)(C2C=CC=CC=2)C2C=CC=CC=2)=CC=1.C1(C)C=CC=CC=1>[C:1]([O:5][C:6](=[O:27])[NH:7][C:8]([C:10]1[S:11][C:12]([S:25][CH3:26])=[C:13]([S:15]([C:18]2[CH:19]=[C:20]([C:34]3[C:33]([CH2:37][OH:36])=[CH:32][CH:31]=[CH:30][C:29]=3[CH3:28])[CH:21]=[CH:22][CH:23]=2)(=[O:17])=[O:16])[CH:14]=1)=[NH:9])([CH3:4])([CH3:3])[CH3:2] |f:2.3.4,^1:51,53,72,91|. Procedure details: The procedure used in Example 1: step c was followed using {[4-(3-bromo-benzenesulfonyl)-5-methylsulfanyl-thiophen-2-yl]-imino-methyl}-carbamic acid tert-butyl ester (Example 27 (50 mg, 0.1 mmol)), 7-methyl-3H-benzo[c][1,2]oxaborol-1-ol ((Example 5: step b) 59 mg, 0.4 mmol), Na2CO3 (2M, 0.8 mL, 1.6 mmol), Pd(PPh3)4 (29.4 mg, 0.025 mmol), ethanol (0.8 mL) and toluene (1.6 mL). Analogous aqueous workup and purification of the crude material by preparative TLC (40% EtOAc in hexanes) yielded the tit... Starting materials: N1(CCCCC1)CCCOC1=CC=C(C=O)C=C1 (4-(3-Piperidin-1-yl-propoxy)-benzaldehyde), NC1=NC=CC=C1 (2-aminopyridine), C(C)(=O)O[BH-](OC(C)=O)OC(C)=O.[Na+] (sodium triacetoxyborohydride), C(Cl)Cl (DCM), [OH-].[Na+] (sodium hydroxide). Run in C(C)(=O)O (acetic acid). Run at time 16 hour. The product is N.C(Cl)Cl (ammonia DCM), N1(CCCCC1)CCCOC1=CC=C(CNC2=NC=CC=C2)C=C1 ([4-(3-Piperidin-1-yl-propoxy)-benzyl]-pyridin-2-yl-amine), solid. Isolated yield 1.0%. Reaction SMILES: [N:1]1([CH2:7][CH2:8][CH2:9][O:10][C:11]2[CH:18]=[CH:17][C:14]([CH:15]=O)=[CH:13][CH:12]=2)[CH2:6][CH2:5][CH2:4][CH2:3][CH2:2]1.[NH2:19][C:20]1[CH:25]=[CH:24][CH:23]=[CH:22][N:21]=1.C(O[BH-](OC(=O)C)OC(=O)C)(=O)C.[Na+].[OH-].[Na+].[CH2:42]([Cl:44])[Cl:43]>C(O)(=O)C>[NH3:1].[CH2:42]([Cl:44])[Cl:43].[N:1]1([CH2:7][CH2:8][CH2:9][O:10][C:11]2[CH:18]=[CH:17][C:14]([CH2:15][NH:19][C:20]3[CH:25]=[CH:24][CH:23]=[CH:22][N:21]=3)=[CH:13][CH:12]=2)[CH2:6][CH2:5][CH2:4][CH2:3][CH2:2]1 |f:2.3,4.5,8.9|. Reported procedure: A solution of the product of Example 9 (0.51 g), 2-aminopyridine (0.24 g), and acetic acid (0.12 mL) in DCM (7 mL) was treated with sodium triacetoxyborohydride (650 mg). After 16 h, the resulting mixture was treated with 10% sodium hydroxide (10 mL) and extracted with DCM (3×10 mL). The combined organic phases were dried (sodium sulfate) and evaporated. Chromatography of the residue (1-4% 2 M methanolic ammonia/DCM) gave the title compound as an off white solid (440 mg). 1H NMR (400 MHz, CDCl3)... Reactants: CC(C)(C)OC(=O)CNC(=O)C1=C(O)c2ccc(C(F)(F)F)cc2C2(CCOCC2)C1=O, O=C(O)C(F)(F)F, O. Yields the product O=C(O)CNC(=O)C1=C(O)c2ccc(C(F)(F)F)cc2C2(CCOCC2)C1=O. RXN SMILES: [F:1][C:2]([c:3]1[cH:4][cH:5][c:6]2[c:11]([cH:12]1)[C:10]1([C:9](=[O:18])[C:8]([C:19](=[O:20])[NH:21][CH2:22][C:23](=[O:24])[O:25][C:26]([CH3:27])([CH3:28])[CH3:29])=[C:7]2[OH:30])[CH2:13][CH2:14][O:15][CH2:16][CH2:17]1)([F:31])[F:32].[F:33][C:34]([F:35])([F:36])[C:37]([OH:38])=[O:39].[OH2:40]>>[F:1][C:2]([c:3]1[cH:4][cH:5][c:6]2[c:11]([cH:12]1)[C:10]1([C:9](=[O:18])[C:8]([C:19](=[O:20])[NH:21][CH2:22][C:23](=[O:24])[OH:25])=[C:7]2[OH:30])[CH2:13][CH2:14][O:15][CH2:16][CH2:17]1)([F:31])[F:32]. The reactants are CCO, O=[N+]([O-])c1ccc2[nH]nc(Cl)c2c1, Cl, Cl[Sn]Cl. Product: Nc1ccc2[nH]nc(Cl)c2c1. Reaction SMILES: [CH3:18][CH2:19][OH:20].[Cl:5][c:6]1[n:7][nH:8][c:9]2[cH:10][cH:11][c:12]([N+:15]([O-:16])=[O:17])[cH:13][c:14]12.[ClH:4].[Sn:1]([Cl:2])[Cl:3]>>[Cl:5][c:6]1[n:7][nH:8][c:9]2[cH:10][cH:11][c:12]([NH2:15])[cH:13][c:14]12.